This data is from the Open Reaction Database (ORD), a public repository of structured organic reaction records. The task is: describe an organic reaction: reactants, conditions, products, and yield Reactants: C(C1=CC=CC=C1)OCCCOC1=CC=C(C=C1)C1C(CN(CC1)C(=O)OC(C)(C)C)OCC=1C=C2C=CN=CC2=CC1 (tert-butyl (3RS,4RS)-4-[4-(3-benzyloxy-propoxy)-phenyl]-3-(isoquinolin-6-ylmethoxy)-piperidine-1-carboxylate), CI (methyl iodide), [BH4-].[Na+] (sodium borohydride). Solvent: C(Cl)(Cl)Cl (chloroform), CO (methanol). Product: C(C1=CC=CC=C1)OCCCOC1=CC=C(C=C1)C1C(CN(CC1)C(=O)OC(C)(C)C)OCC=1C=C2CCN(CC2=CC1)C (tert-butyl (3RS,4RS)-4-[4-(3-benzyloxy-propoxy)-phenyl]-3-(2-methyl-1,2,3,4-tetrahydro-isoquinolin-6-ylmethoxy)-piperidine-1-carboxylate). As a reaction SMILES: [CH2:1]([O:8][CH2:9][CH2:10][CH2:11][O:12][C:13]1[CH:18]=[CH:17][C:16]([CH:19]2[CH2:24][CH2:23][N:22]([C:25]([O:27][C:28]([CH3:31])([CH3:30])[CH3:29])=[O:26])[CH2:21][CH:20]2[O:32][CH2:33][C:34]2[CH:35]=[C:36]3[C:41](=[CH:42][CH:43]=2)[CH:40]=[N:39][CH:38]=[CH:37]3)=[CH:15][CH:14]=1)[C:2]1[CH:7]=[CH:6][CH:5]=[CH:4][CH:3]=1.[CH3:44]I.[BH4-].[Na+]>C(Cl)(Cl)Cl.CO>[CH2:1]([O:8][CH2:9][CH2:10][CH2:11][O:12][C:13]1[CH:14]=[CH:15][C:16]([CH:19]2[CH2:24][CH2:23][N:22]([C:25]([O:27][C:28]([CH3:31])([CH3:30])[CH3:29])=[O:26])[CH2:21][CH:20]2[O:32][CH2:33][C:34]2[CH:35]=[C:36]3[C:41](=[CH:42][CH:43]=2)[CH2:40][N:39]([CH3:44])[CH2:38][CH2:37]3)=[CH:17][CH:18]=1)[C:2]1[CH:7]=[CH:6][CH:5]=[CH:4][CH:3]=1 |f:2.3|. Reported procedure: In an analogous manner to that previously described, by alkylating tert-butyl (3RS,4RS)-4-[4-(3-benzyloxy-propoxy)-phenyl]-3-(isoquinolin-6-ylmethoxy)-piperidine-1-carboxylate with methyl iodide in chloroform and subsequently reducing with sodium borohydride in methanol there was obtained tert-butyl (3RS,4RS)-4-[4-(3-benzyloxy-propoxy)-phenyl]-3-(2-methyl-1,2,3,4-tetrahydro-isoquinolin-6-ylmethoxy)-piperidine-1-carboxylate, which was used in the next step as the crude product without further cha... Product: CC1=CC=C(C2=CC=CC=C12)S(=O)(=O)N1CC2CCC(C1)CC2 (3-(4-Methyl-1-naphthylsulfonyl)-3-azabicyclo[3.2.2]nonane). Starting materials: CC1=CC=C(C2=CC=CC=C12)S(=O)(=O)Cl (4-methyl-1-naphthalenesulfonyl chloride), grey solid, C12CNCC(CC1)CC2 (3-azabicyclo[3.2.2]nonane), CCN(C(C)C)C(C)C (DIEA). Reaction SMILES: [CH3:1][C:2]1[C:11]2[C:6](=[CH:7][CH:8]=[CH:9][CH:10]=2)[C:5]([S:12](Cl)(=[O:14])=[O:13])=[CH:4][CH:3]=1.[CH:16]12[CH2:24][CH2:23][CH:20]([CH2:21][CH2:22]1)[CH2:19][NH:18][CH2:17]2.CCN(C(C)C)C(C)C>>[CH3:1][C:2]1[C:11]2[C:6](=[CH:7][CH:8]=[CH:9][CH:10]=2)[C:5]([S:12]([N:18]2[CH2:19][CH:20]3[CH2:23][CH2:24][CH:16]([CH2:22][CH2:21]3)[CH2:17]2)(=[O:14])=[O:13])=[CH:4][CH:3]=1. Procedure: The title compound was prepared by reacting 4-methyl-1-naphthalenesulfonyl chloride (0.69 g) with 3-azabicyclo[3.2.2]nonane (0.43 g) in the presence of DIEA using a procedure similar to that of Example 5. Yield 1.00 g of a grey solid, mp: 143.3°-147.2° C. The reactants are O=C([O-])[O-], CCOC(=O)N1c2ccc(OC)nc2C(Nc2ncc(I)c(Cc3cc(C(F)(F)F)cc(C(F)(F)F)c3)n2)CC1CC, CN(C)C=O, [K+], [K+], O, c1ccc(P(c2ccccc2)(c2ccccc2)[Pd](P(c2ccccc2)(c2ccccc2)c2ccccc2)(P(c2ccccc2)(c2ccccc2)c2ccccc2)P(c2ccccc2)(c2ccccc2)c2ccccc2)cc1, OB(O)c1ccncc1. Reaction SMILES: [C:52](=[O:53])([O-:54])[O-:55].[CH2:1]([CH3:2])[O:3][C:4](=[O:5])[N:6]1[CH:7]([CH2:41][CH3:42])[CH2:8][CH:9]([NH:18][c:19]2[n:20][cH:21][c:22]([I:40])[c:23]([CH2:25][c:26]3[cH:27][c:28]([C:36]([F:37])([F:38])[F:39])[cH:29][c:30]([C:32]([F:33])([F:34])[F:35])[cH:31]3)[n:24]2)[c:10]2[n:11][c:12]([O:16][CH3:17])[cH:13][cH:14][c:15]21.[CH3:59][N:60]([CH3:61])[CH:62]=[O:63].[K+:56].[K+:57].[OH2:58].[cH:64]1[cH:65][cH:66][c:67]([P:68]([Pd:69]([P:70]([c:71]2[cH:72][cH:73][cH:74][cH:75][cH:76]2)([c:77]2[cH:78][cH:79][cH:80][cH:81][cH:82]2)[c:83]2[cH:84][cH:85][cH:86][cH:87][cH:88]2)([P:89]([c:90]2[cH:91][cH:92][cH:93][cH:94][cH:95]2)([c:96]2[cH:97][cH:98][cH:99][cH:100][cH:101]2)[c:102]2[cH:103][cH:104][cH:105][cH:106][cH:107]2)[P:108]([c:109]2[cH:110][cH:111][cH:112][cH:113][cH:114]2)([c:115]2[cH:116][cH:117][cH:118][cH:119][cH:120]2)[c:121]2[cH:122][cH:123][cH:124][cH:125][cH:126]2)([c:127]2[cH:128][cH:129][cH:130][cH:131][cH:132]2)[c:133]2[cH:134][cH:135][cH:136][cH:137][cH:138]2)[cH:139][cH:140]1.[n:43]1[cH:44][cH:45][c:46]([B:49]([OH:50])[OH:51])[cH:47][cH:48]1>>[CH2:1]([CH3:2])[O:3][C:4](=[O:5])[N:6]1[CH:7]([CH2:41][CH3:42])[CH2:8][CH:9]([NH:18][c:19]2[n:20][cH:21][c:22](-[c:46]3[cH:45][cH:44][n:43][cH:48][cH:47]3)[c:23]([CH2:25][c:26]3[cH:27][c:28]([C:36]([F:37])([F:38])[F:39])[cH:29][c:30]([C:32]([F:33])([F:34])[F:35])[cH:31]3)[n:24]2)[c:10]2[n:11][c:12]([O:16][CH3:17])[cH:13][cH:14][c:15]21. The product is CCOC(=O)N1c2ccc(OC)nc2C(Nc2ncc(-c3ccncc3)c(Cc3cc(C(F)(F)F)cc(C(F)(F)F)c3)n2)CC1CC. The reactants are [BH4-].[Na+] (Sodium borohydride), C(C)(C)(C)C=1C=C(C=C(C1)C(C)(C)C)C1=C2CC(C(C2=CC=C1)=O)C (4-(3,5-Di-tert-butylphenyl)-2-methyl-2,3-dihydro-1H-inden-1-one), C1CCOC1 (THF). The solvent is C(C)O (ethanol). Conditions: time 2 hour. Yields the product C(C)(C)(C)C=1C=C(C=C(C1)C(C)(C)C)C1=C2CC(C(C2=CC=C1)O)C (4-(3,5-Di-tert-butylphenyl)-2-methyl-2,3-dihydro-1H-inden-1-ol). The yield is 107.9%. Reaction SMILES: [BH4-].[Na+].[C:3]([C:7]1[CH:8]=[C:9]([C:17]2[CH:25]=[CH:24][CH:23]=[C:22]3[C:18]=2[CH2:19][CH:20]([CH3:27])[C:21]3=[O:26])[CH:10]=[C:11]([C:13]([CH3:16])([CH3:15])[CH3:14])[CH:12]=1)([CH3:6])([CH3:5])[CH3:4].C1COCC1>C(O)C>[C:13]([C:11]1[CH:10]=[C:9]([C:17]2[CH:25]=[CH:24][CH:23]=[C:22]3[C:18]=2[CH2:19][CH:20]([CH3:27])[CH:21]3[OH:26])[CH:8]=[C:7]([C:3]([CH3:6])([CH3:5])[CH3:4])[CH:12]=1)([CH3:14])([CH3:15])[CH3:16] |f:0.1|. Procedure details: Sodium borohydride (2.35 g, 61.98 mmol, 1.5 equiv) was added in portions to a cold solution (0° C.) of compound 9 (13.8 g, 41.32 mmol, 1.0 equiv), THF (140 mL) and ethanol (140 mL). The reaction mixture was stirred at room temperature for 2 hours when LC/MS indicated that the reaction was complete. The mixture was concentrated under reduced pressure and the residue was diluted with ethyl acetate (300 mL). 1M HCL was added dropwise to quench the reaction. The layers were separated and the aqueous... Reactants: N1CCOCC1 (morpholine), OC1=C(C=CC(=C1)O)C(C1=CC=CC=C1)C(=O)C(C1=CC=CC=C1)C1=C(C=C(C=C1)O)O (2,4-dihydroxy-phenyl-benzyl-ketone), OC1=C(C=CC(=C1)O)C(C1=CC=CC=C1)C(=O)C(C1=CC=CC=C1)C1=C(C=C(C=C1)O)O (2,4-dihydroxy-phenyl-benzyl-ketone). Run in C(OCC)([O-])[O-] (ethyl orthoformate), CN(C=O)C (dimethylformamide). The product is OC1=CC=C2C(C(=COC2=C1)C1=CC=CC=C1)=O (7-hydroxyisoflavone), ( III ). RXN SMILES: OC1C=C(O)C=CC=1C([C:16]([CH:18]([C:25]1C=CC(O)=CC=1O)[C:19]1[CH:24]=[CH:23][CH:22]=[CH:21][CH:20]=1)=[O:17])C1C=CC=CC=1.N1[CH2:38][CH2:37][O:36]CC1>C([O-])([O-])OCC.CN(C)C=O>[OH:17][C:16]1[CH:38]=[C:37]2[C:20]([C:16](=[O:17])[C:18]([C:19]3[CH:24]=[CH:23][CH:22]=[CH:21][CH:20]=3)=[CH:25][O:36]2)=[CH:19][CH:18]=1. Procedure details: reacting 2,4-dihydroxy-phenyl-benzyl-ketone of formula (II) ##STR7## with ethyl orthoformate in dimethylformamide as solvent and in the presence of a catalyst consisting of morpholine, to yield 7-hydroxyisoflavone of formula (III) ##STR8## b) separating of product (III) from the reaction residue, c) alkylating of product (III) from step b) with isopropyl halide to obtain ipriflavone, wherein: The reactants are aqueous solution, [O-]P(=O)([O-])[O-].[K+].[K+].[K+] (K3PO4), BrC1=CC=CC2=C1SC=C2 (7-bromobenzo[b]thiophene), C1=NC=C(C2=CC=CC=C12)B(O)O (isoquinolin-4-ylboronic acid), O1CCOCC1 (dioxane). The reagents and catalysts are C1=CC=C(C=C1)P([C-]2C=CC=C2)C3=CC=CC=C3.C1=CC=C(C=C1)P([C-]2C=CC=C2)C3=CC=CC=C3.Cl[Pd]Cl.[Fe+2].C(Cl)Cl (PdCl2(dppf) CH2Cl2). The solvent is C(Cl)Cl (CH2Cl2). Conditions: temperature 90 celsius. Yields the product S1C2=C(C=C1)C=CC=C2C2=CN=CC1=CC=CC=C21 (4-(Benzo[b]thiophen-7-yl)isoquinoline). Yield: 6.1%. RXN SMILES: Br[C:2]1[C:7]2[S:8][CH:9]=[CH:10][C:6]=2[CH:5]=[CH:4][CH:3]=1.[CH:11]1[C:20]2[C:15](=[CH:16][CH:17]=[CH:18][CH:19]=2)[C:14](B(O)O)=[CH:13][N:12]=1.O1CCOCC1.[O-]P([O-])([O-])=O.[K+].[K+].[K+]>C(Cl)Cl.C1C=CC(P(C2C=CC=CC=2)[C-]2C=CC=C2)=CC=1.C1C=CC(P(C2C=CC=CC=2)[C-]2C=CC=C2)=CC=1.Cl[Pd]Cl.[Fe+2].C(Cl)Cl>[S:8]1[CH:9]=[CH:10][C:6]2[CH:5]=[CH:4][CH:3]=[C:2]([C:14]3[C:15]4[C:20](=[CH:19][CH:18]=[CH:17][CH:16]=4)[CH:11]=[N:12][CH:13]=3)[C:7]1=2 |f:3.4.5.6,8.9.10.11.12|. Procedure: A vessel capable of sealing was charged with a mixture of 7-bromobenzo[b]thiophene (430 mg, 2.018 mmol), isoquinolin-4-ylboronic acid (419 mg, 2.421 mmol), PdCl2(dppf)-CH2Cl2 adduct (82 mg, 0.101 mmol), dioxane (6 mL), and a 2.0 M aqueous solution of K3PO4 (3 mL, 1.41 mmol) and was purged with nitrogen for 10 min. The vessel was sealed and heated at 90° C. for 16 hours. Upon cooling, the reaction mixture was diluted with CH2Cl2 and filtered with CH2Cl2/MeOH washing. The filtrate was concentrated...